The task is: describe an organic reaction: reactants, conditions, products, and yield. This data is from the Open Reaction Database (ORD), a public repository of structured organic reaction records. Reactants: NC1=CC=C(C#N)C=C1 (4-aminobenzonitrile), Cl (hydrogen chloride), CNCCN (N-methyl ethylenediamine). Solvent: CO (methanol). Reaction conditions: time 8 hour. The product is CN1C(=NCC1)C1=CC=C(C=C1)N (4-(1-Methyl-4,5-dihydro-1H-imidazol-2-yl)-phenylamine). The yield is 49.1%. As a reaction SMILES: [NH2:1][C:2]1[CH:9]=[CH:8][C:5]([C:6]#N)=[CH:4][CH:3]=1.Cl.[CH3:11][NH:12][CH2:13][CH2:14][NH2:15]>CO>[CH3:11][N:12]1[CH2:13][CH2:14][N:15]=[C:6]1[C:5]1[CH:8]=[CH:9][C:2]([NH2:1])=[CH:3][CH:4]=1. Reported procedure: To a solution of 4-aminobenzonitrile (5.1 g, 43 mmol) in dry methanol (60 mL) at 0° C., hydrogen chloride gas was bubbled through until saturation was reached. The mixture was then stirred at room temperature overnight. It was concentrated in vacuo. The residue was dissolved in dry methanol (60 mL). To the solution, N-methyl ethylenediamine (19 mL, 216 mmol) was added. The mixture was then heated to reflux for 3 h. After being cooled in fridge overnight, the precipitated product was collected by... The reactants are FC1=C(C=CC(=C1)OC)CCC(=O)OCC (Ethyl 3-(2-fluoro-4-methoxyphenyl)propanoate), II (Iodine). The reagents and catalysts are S(=O)(=O)([O-])[O-].[Ag+2] (silver sulfate). Solvent: C(C)O (ethanol), C(C)(=O)OCC (ethyl acetate). Product: FC1=C(C=C(C(=C1)OC)I)CCC(=O)OCC (ethyl 3-(2-fluoro-5-iodo-4-methoxyphenyl)propanoate). RXN SMILES: [F:1][C:2]1[CH:7]=[C:6]([O:8][CH3:9])[CH:5]=[CH:4][C:3]=1[CH2:10][CH2:11][C:12]([O:14][CH2:15][CH3:16])=[O:13].[I:17]I>C(O)C.C(OCC)(=O)C.S([O-])([O-])(=O)=O.[Ag+2]>[F:1][C:2]1[CH:7]=[C:6]([O:8][CH3:9])[C:5]([I:17])=[CH:4][C:3]=1[CH2:10][CH2:11][C:12]([O:14][CH2:15][CH3:16])=[O:13] |f:4.5|. Procedure: Ethyl 3-(2-fluoro-4-methoxyphenyl)propanoate (1480 mg, 6.54 mmol) was dissolved in ethanol (60 mL). Iodine (1660 mg, 6.54 mmol) and silver sulfate (2040 mg, 6.54 mmol) were added and the reaction was stirred vigorously at room temperature, protected from light, for 1 hr. The reaction was then diluted with ethyl acetate (100 mL) and filtered. The filtrate was washed with sodium bisulfite (2×60 mL), water (70 mL), and brine (70 mL). The organic layer was dried over sodium sulfate, filtered, and co... Reactants: [Si](C)(C)(C(C)(C)C)OCCN(C(=O)C=1N=C(SC1)N1CC(C1)OS(=O)(=O)C)C(C)C (1-(4-{N-[2-(t-butyldimethylsilyloxy)ethyl]-N-isopropyl-carbamoyl}-1,3-thiazol-2-yl)-3-methanesulfonyloxyazetidine), C(C)(=S)[O-].[K+] (potassium thioacetate). The solvent is CN(C=O)C (dimethylformamide). Run at temperature 90 celsius, time 3 hour. Product: C(C)(=O)SC1CN(C1)C=1SC=C(N1)C(N(C(C)C)CCO[Si](C)(C)C(C)(C)C)=O (3-acetylthio-1-(4-{N-[2-(t-butyldimethylsilyloxy)-ethyl]-N-isopropyl-carbamoyl}-1,3-thiazol-2-yl)azetidine). Isolated yield 100.0%. RXN SMILES: [Si:1]([O:8][CH2:9][CH2:10][N:11]([CH:28]([CH3:30])[CH3:29])[C:12]([C:14]1[N:15]=[C:16]([N:19]2[CH2:22][CH:21](OS(C)(=O)=O)[CH2:20]2)[S:17][CH:18]=1)=[O:13])([C:4]([CH3:7])([CH3:6])[CH3:5])([CH3:3])[CH3:2].[C:31]([O-:34])(=[S:33])[CH3:32].[K+]>CN(C)C=O>[C:31]([S:33][CH:21]1[CH2:20][N:19]([C:16]2[S:17][CH:18]=[C:14]([C:12](=[O:13])[N:11]([CH2:10][CH2:9][O:8][Si:1]([C:4]([CH3:5])([CH3:7])[CH3:6])([CH3:3])[CH3:2])[CH:28]([CH3:30])[CH3:29])[N:15]=2)[CH2:22]1)(=[O:34])[CH3:32] |f:1.2|. Procedure details: To a solution of 1-(4-{N-[2-(t-butyldimethylsilyloxy)ethyl]-N-isopropyl-carbamoyl}-1,3-thiazol-2-yl)-3-methanesulfonyloxyazetidine (649 mg, 1.35 mmol) (obtained as described in Reference Example 59(4)) in dimethylformamide (19 ml) was added potassium thioacetate (930 mg, 8.14 mmol) at room temperature. The mixture was stirred in an oil bath (90° C.) for 3 hours. After checking the completion of the reaction, the reaction mixture was partitioned between ethyl acetate and 10% aqueous sodium chlori... Starting materials: ClC=1C=C(C=CC1)C1(CCCC1)C=O (1-(3-Chlorophenyl)cyclopentanecarbaldehyde), FC(C1=CC=C(C=C1)C1(CCCC1)CO)(F)F ([1-(4-trifluoromethyl-phenyl)-cyclopentyl]-methanol). Product: ClC=1C=C(C=CC1)C1(CCCC1)CO ((1-(3-Chlorophenyl)cyclopentyl)methanol). As a reaction SMILES: [Cl:1][C:2]1[CH:3]=[C:4]([C:8]2([CH:13]=[O:14])[CH2:12][CH2:11][CH2:10][CH2:9]2)[CH:5]=[CH:6][CH:7]=1.FC(F)(F)C1C=CC(C2(CO)CCCC2)=CC=1>>[Cl:1][C:2]1[CH:3]=[C:4]([C:8]2([CH2:13][OH:14])[CH2:12][CH2:11][CH2:10][CH2:9]2)[CH:5]=[CH:6][CH:7]=1. Procedure: (1-(3-Chlorophenyl)cyclopentyl)methanol (496) was synthesized from 1-(3-chlorophenyl)phenyl)cyclopentanecarbaldehyde (495) following the procedure described for 1-(4-trifluoromethyl-phenyl)-cyclopentane-methanol (239). The reactants are C(C)C=1OC2=C(N1)C(C1=C(CC2)C=C(C=C1)C)=O (2-Ethyl-9,10-dihydro-7-methyl-4H-benzo[5,6]cyclohepta[1,2-d]oxazol-4-one), BrC=1C(=NC(=NC1)OC(C)(C)C)OC(C)(C)C (5-Bromo-2,4-bis(1,1-dimethylethoxy)pyrimidine), C(CCC)[Li] (n-butyllithium), solution. Solvent: [Cl-].[Na+].O (brine), O1CCCC1 (tetrahydrofuran), O1CCCC1 (tetrahydrofuran), hexanes. Yields the product C(C)C=1OC2=C(N1)C(C1=C(C=C2)C=C(C=C1)C)C=1C(NC(NC1)=O)=O ((±)-5-(2-Ethyl-7-methyl-4H-benzo[5,6]cyclohepta[1,2-d]oxazol-4-yl)-2,4(1H,3H)-pyrimidinedione). As a reaction SMILES: Br[C:2]1[C:3]([O:13]C(C)(C)C)=[N:4][C:5]([O:8]C(C)(C)C)=[N:6][CH:7]=1.C([Li])CCC.[CH2:23]([C:25]1[O:26][C:27]2[CH2:34][CH2:33][C:32]3[CH:35]=[C:36]([CH3:39])[CH:37]=[CH:38][C:31]=3[C:30](=O)[C:28]=2[N:29]=1)[CH3:24]>O1CCCC1.[Cl-].[Na+].O>[CH2:23]([C:25]1[O:26][C:27]2[CH:34]=[CH:33][C:32]3[CH:35]=[C:36]([CH3:39])[CH:37]=[CH:38][C:31]=3[CH:30]([C:2]3[C:3](=[O:13])[NH:4][C:5](=[O:8])[NH:6][CH:7]=3)[C:28]=2[N:29]=1)[CH3:24] |f:4.5.6|. Reported procedure: To a solution of the product of step (vi) (1.74 g) in dry tetrahydrofuran (20 ml) at −78° C. was added n-butyllithium (2.3 ml of a 2.5M solution in hexanes) dropwise. After 0.5 hours a solution of the product from step (v) (1.26 g) in tetrahydrofuran (10 ml) was added. The reaction mixture was allowed to warm to room temperature and saturated brine was added. The mixture was extracted with ethyl acetate, the organic phase was dried (MgSO4) and the solvent was evaporated under reduced pressure. T... Reactants: ClC(Cl)(OC(OC(Cl)(Cl)Cl)=O)Cl (Triphosgene), BrC1=CC=C(C=C1)C=1N=C(SC1)N[C@@H](CO)C ((2R)-2-{[4-(4-bromophenyl)-1,3-thiazol-2-yl]amino}propan-1-ol), C(C)(C)N(C(C)C)CC (N,N-diisopropylethylamine). Run in C(Cl)Cl (methylene chloride), C(Cl)Cl (methylene chloride). Reaction conditions: time 3.5 hour. The product is BrC1=CC=C(C=C1)C=1N=C(SC1)N1C(OC[C@H]1C)=O ((4R)-3-[4-(4-Bromophenyl)-1,3-thiazol-2-yl]-4-methyl-1,3-oxazolidin-2-one). Yield: 113.0%. Reaction SMILES: Cl[C:2](Cl)([O:4][C:5](=[O:11])OC(Cl)(Cl)Cl)Cl.[Br:13][C:14]1[CH:19]=[CH:18][C:17]([C:20]2[N:21]=[C:22]([NH:25][C@H:26](C)[CH2:27]O)[S:23][CH:24]=2)=[CH:16][CH:15]=1.C(N(CC)C(C)C)(C)C>C(Cl)Cl>[Br:13][C:14]1[CH:15]=[CH:16][C:17]([C:20]2[N:21]=[C:22]([N:25]3[C@H:26]([CH3:27])[CH2:2][O:4][C:5]3=[O:11])[S:23][CH:24]=2)=[CH:18][CH:19]=1. Procedure: Triphosgene (2.62 g, 8.82 mmol) in 60 mL of methylene chloride was added under nitrogen dropwise over 1.75 h to a solution of (2R)-2-{[4-(4-bromophenyl)-1,3-thiazol-2-yl]amino}propan-1-ol (2.30 g, 7.33 mmol), prepared in the previous step, and N,N-diisopropylethylamine in 125 mL of methylene chloride at ice-bath temperature. After the addition the reaction was stirred at ice-bath temperature for 3.5 h. The ice bath was removed and the stirring continued for 15 h. The reaction was extracted with ... Reactants: Cc1ccccc1C(OC1CCNCC1)c1ccccc1, O=[N+]([O-])c1ccccc1OCCCCl. Yields the product Cc1ccccc1C(OC1CCN(CCCOc2ccccc2[N+](=O)[O-])CC1)c1ccccc1. RXN SMILES: [CH3:1][c:2]1[c:3]([CH:8]([O:9][CH:10]2[CH2:11][CH2:12][NH:13][CH2:14][CH2:15]2)[c:16]2[cH:17][cH:18][cH:19][cH:20][cH:21]2)[cH:4][cH:5][cH:6][cH:7]1.[Cl:22][CH2:23][CH2:24][CH2:25][O:26][c:27]1[c:28]([N+:33](=[O:34])[O-:35])[cH:29][cH:30][cH:31][cH:32]1>>[CH3:1][c:2]1[c:3]([CH:8]([O:9][CH:10]2[CH2:11][CH2:12][N:13]([CH2:23][CH2:24][CH2:25][O:26][c:27]3[c:28]([N+:33](=[O:34])[O-:35])[cH:29][cH:30][cH:31][cH:32]3)[CH2:14][CH2:15]2)[c:16]2[cH:17][cH:18][cH:19][cH:20][cH:21]2)[cH:4][cH:5][cH:6][cH:7]1. Starting materials: CO, Clc1ccc(CBr)cc1, [Na+], [OH-], O, O=c1cc(CO)occ1O. Product: O=c1cc(CO)occ1OCc1ccc(Cl)cc1. RXN SMILES: [CH3:22][OH:23].[Cl:11][c:12]1[cH:13][cH:14][c:15]([CH2:16][Br:17])[cH:18][cH:19]1.[Na+:21].[OH-:20].[OH2:24].[OH:1][CH2:2][c:3]1[cH:4][c:5](=[O:6])[c:7]([OH:8])[cH:9][o:10]1>>[OH:1][CH2:2][c:3]1[cH:4][c:5](=[O:6])[c:7]([O:8][CH2:16][c:15]2[cH:14][cH:13][c:12]([Cl:11])[cH:19][cH:18]2)[cH:9][o:10]1.